describe an organic reaction: reactants, conditions, products, and yield From a dataset of the Open Reaction Database (ORD), a public repository of structured organic reaction records. Reactants: ClC=1C=C(OC2=CC=C(C#N)C=C2)C=CC1C(C=O)C (4-[3-chloro-4-(1-methyl-2-oxo-ethyl)-phenoxy]-benzonitrile), [NH4+].[Cl-] (NH4Cl), solution, [Li]CCCC (n-BuLi), BrC1=CC(=NC=C1)C (4-bromo-2-methylpyridin). Solvent: C1CCOC1 (THF), C1CCOC1 (THF), CCCCCC (hexane). Reaction conditions: temperature 0 celsius, time 10 minute. Product: ClC=1C=C(OC2=CC=C(C#N)C=C2)C=CC1C(C(C1=CC(=NC=C1)C)O)C (4-{3-Chloro-4-[2-hydroxy-1-methyl-2-(2-methyl-pyridin-4-yl)-ethyl]-phenoxy}-benzonitrile). As a reaction SMILES: [Li]CCCC.Br[C:7]1[CH:12]=[CH:11][N:10]=[C:9]([CH3:13])[CH:8]=1.[Cl:14][C:15]1[CH:16]=[C:17]([CH:27]=[CH:28][C:29]=1[CH:30]([CH3:33])[CH:31]=[O:32])[O:18][C:19]1[CH:26]=[CH:25][C:22]([C:23]#[N:24])=[CH:21][CH:20]=1.[NH4+].[Cl-]>CCCCCC.C1COCC1>[Cl:14][C:15]1[CH:16]=[C:17]([CH:27]=[CH:28][C:29]=1[CH:30]([CH3:33])[CH:31]([OH:32])[C:7]1[CH:12]=[CH:11][N:10]=[C:9]([CH3:13])[CH:8]=1)[O:18][C:19]1[CH:26]=[CH:25][C:22]([C:23]#[N:24])=[CH:21][CH:20]=1 |f:3.4|. Procedure: A 1.6 M solution of n-BuLi in hexane (1.05 ml) was added to 4-bromo-2-methylpyridin (CAS Reg. No. 22282-99-1, 289 mg) in THF (5 ml) at −78° C. The deep red solution was stirred for 10 min. A solution of 4-[3-chloro-4-(1-methyl-2-oxo-ethyl)-phenoxy]-benzonitrile (400 mg) in THF (5 ml) was added at −78° C. The mixture was allowed to warm to 0° C. and stirred for 15 min at that temperature. Saturated aqueous NH4Cl solution was added and extracted with EtOAc. The combined organic layers were dried o...